This data is from the Open Reaction Database (ORD), a public repository of structured organic reaction records. The task is: describe an organic reaction: reactants, conditions, products, and yield The reactants are C(C)(C)(C)OC(CNS(=O)(=O)C1=CC2=CC=C(C=C2C=C1)Cl)=O ((6-chloro-naphthalene-2-sulfonyl)glycine tert-butyl ester), BrC/C=C/C(=O)OC (methyl 4-bromocrotonate), C([O-])([O-])=O.[K+].[K+] (potassium carbonate). The solvent is CN(C)C=O (DMF). Reaction conditions: temperature 50 celsius, time 1 hour. The product is C(C)(C)(C)OC(=O)CN(CC=CC(=O)OC)S(=O)(=O)C1=CC2=CC=C(C=C2C=C1)Cl (methyl 4-[(tert-butoxycarbonylmethyl)(6-chloro-naphthalene-2-sulfonyl)amino]-2-butenoate). The yield is 110.7%. RXN SMILES: [C:1]([O:5][C:6](=[O:23])[CH2:7][NH:8][S:9]([C:12]1[CH:21]=[CH:20][C:19]2[C:14](=[CH:15][CH:16]=[C:17]([Cl:22])[CH:18]=2)[CH:13]=1)(=[O:11])=[O:10])([CH3:4])([CH3:3])[CH3:2].Br[CH2:25]/[CH:26]=[CH:27]/[C:28]([O:30][CH3:31])=[O:29].C(=O)([O-])[O-].[K+].[K+]>CN(C=O)C>[C:1]([O:5][C:6]([CH2:7][N:8]([S:9]([C:12]1[CH:21]=[CH:20][C:19]2[C:14](=[CH:15][CH:16]=[C:17]([Cl:22])[CH:18]=2)[CH:13]=1)(=[O:11])=[O:10])[CH2:25][CH:26]=[CH:27][C:28]([O:30][CH3:31])=[O:29])=[O:23])([CH3:4])([CH3:2])[CH3:3] |f:2.3.4|. Procedure: A mixture of (6-chloro-naphthalene-2-sulfonyl)glycine tert-butyl ester (17.79 g), methyl 4-bromocrotonate (13.426 g) and potassium carbonate (8.28 g) in DMF (150 ml) was stirred at 50° C. for 1 hour. The reaction mixture was concentrated, and the residue was dissolved in ethyl acetate, washed with water and brine, dried and concentrated to obtain a residue, which was crystallized from ether to obtain methyl 4-[(tert-butoxycarbonylmethyl)(6-chloro-naphthalene-2-sulfonyl)amino]-2-butenoate (25.13 ...